From a dataset of the Open Reaction Database (ORD), a public repository of structured organic reaction records. describe an organic reaction: reactants, conditions, products, and yield Reactants: O1CCOCC1 (Dioxane), B([O-])[O-].CC(C#N)(C)C1=CC(=CC=C1)B1OC(C(O1)(C)C)(C)C (Boronate 2-methyl-2-[3-(4,4,5,5-tetramethyl-1,3,2-dioxaborolan-2-yl)phenyl]propanenitrile), [I-].IC1=C2C(=NC=C1C)NN=C2 (iodide 4-iodo-5-methyl-1H-pyrazolo[3,4-b]pyridine), C(=O)([O-])[O-].[Na+].[Na+] (Na2CO3). Reagents/catalysts: C=1C=CC(=CC1)[P](C=2C=CC=CC2)(C=3C=CC=CC3)[Pd]([P](C=4C=CC=CC4)(C=5C=CC=CC5)C=6C=CC=CC6)([P](C=7C=CC=CC7)(C=8C=CC=CC8)C=9C=CC=CC9)[P](C=1C=CC=CC1)(C=1C=CC=CC1)C=1C=CC=CC1 (Pd(PPh3)4). Solvent: CC#N.O (MeCN H2O). Reaction conditions: temperature 150 celsius, time 10 minute. Yields the product CC(C#N)(C)C1=CC(=CC=C1)C1=C2C(=NC=C1C)NN=C2 (2-methyl-2-(3-(5-methyl-1H-pyrazolo[3,4-b]pyridin-4-yl)phenyl)propanenitrile). Yield: 106.5%. Reaction SMILES: B([O-])[O-].[CH3:4][C:5]([C:9]1[CH:14]=[CH:13][CH:12]=[C:11](B2OC(C)(C)C(C)(C)O2)[CH:10]=1)([CH3:8])[C:6]#[N:7].[I-].I[C:26]1[C:31]([CH3:32])=[CH:30][N:29]=[C:28]2[NH:33][N:34]=[CH:35][C:27]=12.C([O-])([O-])=O.[Na+].[Na+].O1CCOCC1>C1C=CC([P]([Pd]([P](C2C=CC=CC=2)(C2C=CC=CC=2)C2C=CC=CC=2)([P](C2C=CC=CC=2)(C2C=CC=CC=2)C2C=CC=CC=2)[P](C2C=CC=CC=2)(C2C=CC=CC=2)C2C=CC=CC=2)(C2C=CC=CC=2)C2C=CC=CC=2)=CC=1.CC#N.O>[CH3:8][C:5]([C:9]1[CH:14]=[CH:13][CH:12]=[C:11]([C:26]2[C:31]([CH3:32])=[CH:30][N:29]=[C:28]3[NH:33][N:34]=[CH:35][C:27]=23)[CH:10]=1)([CH3:4])[C:6]#[N:7] |f:0.1,2.3,4.5.6,9.10,^1:51,53,72,91|. Procedure details: Boronate-2-methyl-2-[3-(4,4,5,5-tetramethyl-1,3,2-dioxaborolan-2-yl)phenyl]propanenitrile (200 mg, 0.7376 mmol), iodide-4-iodo-5-methyl-1H-pyrazolo[3,4-b]pyridine (191.1 mg, 0.7376 mmol), Na2CO3 (1.106 mL of 2 M, 2.213 mmol) and Pd(PPh3)4 (85.23 mg, 0.07376 mmol) were placed in a microwave tube and dry Dioxane (5.000 mL) was added. The resulting suspension was stirred at 150° C. in the microwave (using a 10 minute ramp and nitrogen cooling) for 60 minutes. The reaction mixture was partitioned be... Reactants: O=O (oxygen), O=[O+][O-] (ozone), O=C1C=C(CC(C)(C)C1)C (isophorone), O (water), O=[O+][O-] (ozone), O (water). Conditions: temperature 0 celsius, time 3 hour. Yields the product CC(CC(=O)O)(CC(C)=O)C (3,3-dimethyl-5-oxo-hexanoic acid). RXN SMILES: [O:1]=[C:2]1[CH2:9][C:6]([CH3:8])([CH3:7])[CH2:5][C:4](C)=[CH:3]1.O=O.[O:13]=[O+][O-].[OH2:16]>>[CH3:7][C:6]([CH3:8])([CH2:9][C:2](=[O:1])[CH3:3])[CH2:5][C:4]([OH:13])=[O:16]. Procedure details: A suspension of 15.8 g of isophorone in 110 ml of water was cooled down to 0° C. Then a stream of oxygen which contains about 4 percent of ozone was introduced until the suspension was saturated with ozone. The entire matter was now heated to 95° C. and was boiled for 3 hours under reflux. The 3,3-dimethyl-5-oxo-hexanoic acid was subsequently isolated by evaporation of water under vacuum. Reactants: COc1cccc(-n2cc(C)nc2Br)c1[N+](=O)[O-], O=C([O-])[O-], C1COCCO1, [K+], [K+], O, Cc1ccccc1OB(O)c1ccccc1. Product: COc1cccc(-n2cc(C)nc2-c2ccccc2C)c1[N+](=O)[O-]. RXN SMILES: [Br:1][c:2]1[n:3](-[c:8]2[c:9]([N+:16](=[O:17])[O-:18])[c:10]([O:14][CH3:15])[cH:11][cH:12][cH:13]2)[cH:4][c:5]([CH3:7])[n:6]1.[C:41](=[O:42])([O-:43])[O-:44].[CH2:35]1[O:36][CH2:37][CH2:38][O:39][CH2:40]1.[K+:45].[K+:46].[OH2:47].[c:19]1([CH3:34])[c:20]([O:25][B:26]([c:27]2[cH:28][cH:29][cH:30][cH:31][cH:32]2)[OH:33])[cH:21][cH:22][cH:23][cH:24]1>>[c:2]1(-[c:20]2[c:19]([CH3:34])[cH:24][cH:23][cH:22][cH:21]2)[n:3](-[c:8]2[c:9]([N+:16](=[O:17])[O-:18])[c:10]([O:14][CH3:15])[cH:11][cH:12][cH:13]2)[cH:4][c:5]([CH3:7])[n:6]1. Starting materials: O=C1CCC2CCCC3CC(=O)N1C23, [Na+], [OH-], O. Product: O=C(O)CCC1CCCC2CC(=O)NC12. As a reaction SMILES: [CH2:1]1[C:2](=[O:14])[N:3]2[C:4](=[O:13])[CH2:5][CH2:6][CH:7]3[CH2:8][CH2:9][CH2:10][CH:11]1[CH:12]23.[Na+:16].[OH-:15].[OH2:17]>>[CH2:1]1[C:2](=[O:14])[NH:3][CH:12]2[CH:7]([CH2:6][CH2:5][C:4](=[O:13])[OH:15])[CH2:8][CH2:9][CH2:10][CH:11]12.